Dataset: the Open Reaction Database (ORD), a public repository of structured organic reaction records. Task: describe an organic reaction: reactants, conditions, products, and yield Reaction SMILES: ClC1C(F)=CC(F)=C(C=1)C(NS(C)(=O)=O)=O.[Cl:17][C:18]1[C:19](F)=[CH:20][C:21]([F:33])=[C:22]([CH:32]=1)[C:23]([NH:25][S:26](=[O:31])(=[O:30])[N:27]([CH3:29])[CH3:28])=[O:24].C12(CO)CC3CC(CC(C3)C1)C2.[C:47]1([CH2:53][CH2:54][OH:55])[CH:52]=[CH:51][CH:50]=[CH:49][CH:48]=1>>[Cl:17][C:18]1[C:19]([O:55][CH2:54][CH2:53][C:47]2[CH:52]=[CH:51][CH:50]=[CH:49][CH:48]=2)=[CH:20][C:21]([F:33])=[C:22]([CH:32]=1)[C:23]([NH:25][S:26](=[O:31])(=[O:30])[N:27]([CH3:29])[CH3:28])=[O:24]. The product is ClC=1C(=CC(=C(C(=O)NS(N(C)C)(=O)=O)C1)F)OCCC1=CC=CC=C1 (5-chloro-N—(N,N-dimethylsulfamoyl)-2-fluoro-4-phenethoxybenzamide), solid. Procedure: Following the procedure as described in Example 8 and making variations as required to replace 5-chloro-2,4-difluoro-N-(methylsulfonyl)benzamide with 5-chloro-N—(N,N-dimethylsulfamoyl)-2,4-difluorobenzamide and adamantan-1-ylmethanol with 2-phenylethanol, the title compound was obtained as a colorless solid (0.06 g, 15%): 1H NMR (300 MHz, DMSO-d6) δ 11.76 (s, 1H), 7.72 (d, J=7.5 Hz, 1H), 7.37-7.21 (m, 6H), 4.36 (t, J=6.8 Hz, 2H), 3.09 (t, J=6.8 Hz, 2H), 2.87 (s, 6H); MS (ES−) m/z 399.1, 401.1 (M... Yield: 15.0%. The reactants are C12(CC3CC(CC(C1)C3)C2)CO (adamantan-1-ylmethanol), C1(=CC=CC=C1)CCO (2-phenylethanol), ClC=1C(=CC(=C(C(=O)NS(=O)(=O)C)C1)F)F (5-chloro-2,4-difluoro-N-(methylsulfonyl)benzamide), ClC=1C(=CC(=C(C(=O)NS(N(C)C)(=O)=O)C1)F)F (5-chloro-N—(N,N-dimethylsulfamoyl)-2,4-difluorobenzamide). Procedure: tert-Butyl (2-(3-fluorophenyl)-8-(methylsulfonyl)quinolin-3-yl)methylcarbamate (18 mg, 0.042 mmol) was treated with 50% TFA in DCM (1 mL) for 30 min at rt and the reaction mixture was concentrated to dryness. The resulted solid was treated with 6-chloropurine (7.1 mg, 1.1 eq) and hunig's base (0.04 mL, 4 eq) in BunOH (1 mL) at 90° C. HPLC on reverse phase gave a white solid. 1H-NMR (400 Hz, CD3OD) δ 8.47 (s, 1H), 8.38 (dd, J=8.0, 4.0 Hz, 1H), 8.24 (s, 1H), 8.18 (dd, J=8.0, 4.0 Hz, 1H), 7.68 (t, ... Run in C(Cl)Cl (DCM). Reactants: FC=1C=C(C=CC1)C1=NC2=C(C=CC=C2C=C1CNC(OC(C)(C)C)=O)S(=O)(=O)C (tert-Butyl (2-(3-fluorophenyl)-8-(methylsulfonyl)quinolin-3-yl)methylcarbamate), C(=O)(C(F)(F)F)O (TFA), ClC1=C2NC=NC2=NC=N1 (6-chloropurine), CCN(C(C)C)C(C)C (hunig's base). As a reaction SMILES: [F:1][C:2]1[CH:3]=[C:4]([C:8]2[C:17]([CH2:18][NH:19]C(=O)OC(C)(C)C)=[CH:16][C:15]3[C:10](=[C:11]([S:27]([CH3:30])(=[O:29])=[O:28])[CH:12]=[CH:13][CH:14]=3)[N:9]=2)[CH:5]=[CH:6][CH:7]=1.C(O)(C(F)(F)F)=O.Cl[C:39]1[N:47]=[CH:46][N:45]=[C:44]2[C:40]=1[NH:41][CH:42]=[N:43]2.CCN(C(C)C)C(C)C>C(Cl)Cl>[F:1][C:2]1[CH:3]=[C:4]([C:8]2[C:17]([CH2:18][NH:19][C:39]3[N:47]=[CH:46][N:45]=[C:44]4[C:40]=3[N:41]=[CH:42][NH:43]4)=[CH:16][C:15]3[C:10](=[C:11]([S:27]([CH3:30])(=[O:28])=[O:29])[CH:12]=[CH:13][CH:14]=3)[N:9]=2)[CH:5]=[CH:6][CH:7]=1. Product: FC=1C=C(C=CC1)C1=NC2=C(C=CC=C2C=C1CNC1=C2N=CNC2=NC=N1)S(=O)(=O)C (N-((2-(3-Fluorophenyl)-8-(methylsulfonyl)quinolin-3-yl)methyl)-9H-purin-6-amine). Reactants: O1CCOCC1 (1,4-dioxane), BrC=1C=C2C(=CNC2=C(C1)C(=O)N)C1CC(S(CC1)(=O)=O)(C)C (5-Bromo-3-(2,2-dimethyl-1,1-dioxidotetrahydro-2H-thiopyran-4-yl)-1H-indole-7-carboxamide), 3-Phenylboronic acid, C(=O)([O-])[O-].[K+].[K+] (K2CO3). Isolated yield 18.0%. The reagents and catalysts are C1=CC=C(C=C1)P([C-]2C=CC=C2)C3=CC=CC=C3.C1=CC=C(C=C1)P([C-]2C=CC=C2)C3=CC=CC=C3.Cl[Pd]Cl.[Fe+2] (PdCl2(dppf)). As a reaction SMILES: Br[C:2]1[CH:3]=[C:4]2[C:8](=[C:9]([C:11]([NH2:13])=[O:12])[CH:10]=1)[NH:7][CH:6]=[C:5]2[CH:14]1[CH2:19][CH2:18][S:17](=[O:21])(=[O:20])[C:16]([CH3:23])([CH3:22])[CH2:15]1.O1[CH2:29][CH2:28]OCC1.C([O-])([O-])=O.[K+].[K+]>C1C=CC(P(C2C=CC=CC=2)[C-]2C=CC=C2)=CC=1.C1C=CC(P(C2C=CC=CC=2)[C-]2C=CC=C2)=CC=1.Cl[Pd]Cl.[Fe+2].O>[CH3:22][C:16]1([CH3:23])[CH2:15][CH:14]([C:5]2[C:4]3[C:8](=[C:9]([C:11]([NH2:13])=[O:12])[CH:10]=[C:2]([C:29]4[CH:28]=[CH:9][CH:10]=[CH:2][CH:3]=4)[CH:3]=3)[NH:7][CH:6]=2)[CH2:19][CH2:18][S:17]1(=[O:21])=[O:20] |f:2.3.4,5.6.7.8|. Reported procedure: 5-Bromo-3-(2,2-dimethyl-1,1-dioxidotetrahydro-2H-thiopyran-4-yl)-1H-indole-7-carboxamide (104 mg, 0.26 mmol) was placed in a microwave vial and dissolved with 1,4-dioxane (6 mL) and water (3 mL). 3-Phenylboronic acid (64 mg, 0.52 mmol) and K2CO3 (108 mg, 0.78 mmol) were added. Argon was bubbled in the mixture for 10 min with stirring. PdCl2(dppf) (10 mg, 0.02 mmol) was added, and argon was bubbled another 10 min. The vial is sealed and heated in a microwave for 5 min at 100° C. on high absorptio... Reaction conditions: temperature 100 celsius. Product: CC1(S(CCC(C1)C1=CNC2=C(C=C(C=C12)C1=CC=CC=C1)C(=O)N)(=O)=O)C (3-(2,2-Dimethyl-1,1-dioxidotetrahydro-2H-thiopyran-4-yl)-5-phenyl-1H-indole-7-carboxamide). Solvent: O (water). RXN SMILES: Cl.[NH2:2][OH:3].C([O-])([O-])=O.[Na+].[Na+].[CH3:10][C:11]([O:14][C:15]([N:17]1[CH2:23][CH2:22][C:20](=O)[CH2:19][CH2:18]1)=[O:16])([CH3:13])[CH3:12]>CO>[C:11]([O:14][C:15]([N:17]1[CH2:23][CH2:22][C:20](=[N:2][OH:3])[CH2:19][CH2:18]1)=[O:16])([CH3:13])([CH3:12])[CH3:10] |f:0.1,2.3.4|. The reactants are C(=O)([O-])[O-].[Na+].[Na+] (Na2CO3), Cl.NO (hydroxylamine hydrochloride), CC(C)(C)OC(=O)N1CCC(=O)CC1 (N-t-Boc-4-piperidone). Solvent: CO (methanol). The product is C(C)(C)(C)OC(=O)N1CCC(CC1)=NO (N-tert-Butoxycarbonyl-4-piperidone oxime). Reaction conditions: time 5 minute. Procedure details: To a stirred suspension of hydroxylamine hydrochloride (0.84 g, 12.0 mmol) in methanol (10 mL) at 0° C. was added solid Na2CO3 (0.64 g, 6.0 mmol). The mixture was stirred for ca. 5 min. N-t-Boc-4-piperidone (1.99 g, 10.0 mmol) was added and the mixture was stirred for ca 2 h. The reaction mixture was concentrated in vacuo to ca. half its original volume, then diluted with saturated NaHCO3 (100 mL) and extracted with CHCl3 (4×50 mL). The combined organic layers were dried over Na2SO4, filtered, a... The yield is 86.8%. Reactants: C[Si](C)(C)[N-][Si](C)(C)C, COc1cc2c(Cl)ncnc2cc1OCCCN1CCN(C)CC1=O, Nc1c(Cl)cc(C#Cc2ccccn2)c2c1OCO2, [Na+], CN(C)C=O. Yields the product COc1cc2c(Nc3c(Cl)cc(C#Cc4ccccn4)c4c3OCO4)ncnc2cc1OCCCN1CCN(C)CC1=O. RXN SMILES: [CH3:45][Si:46]([N-:47][Si:48]([CH3:49])([CH3:50])[CH3:51])([CH3:52])[CH3:53].[Cl:1][c:2]1[n:3][cH:4][n:5][c:6]2[cH:7][c:8]([O:14][CH2:15][CH2:16][CH2:17][N:18]3[C:19](=[O:25])[CH2:20][N:21]([CH3:24])[CH2:22][CH2:23]3)[c:9]([O:12][CH3:13])[cH:10][c:11]12.[Cl:26][c:27]1[c:28]([NH2:44])[c:29]2[c:30]([c:34]([C:36]#[C:37][c:38]3[n:39][cH:40][cH:41][cH:42][cH:43]3)[cH:35]1)[O:31][CH2:32][O:33]2.[Na+:54].[O:55]=[CH:56][N:57]([CH3:58])[CH3:59]>>[c:2]1([NH:44][c:28]2[c:27]([Cl:26])[cH:35][c:34]([C:36]#[C:37][c:38]3[n:39][cH:40][cH:41][cH:42][cH:43]3)[c:30]3[c:29]2[O:33][CH2:32][O:31]3)[n:3][cH:4][n:5][c:6]2[cH:7][c:8]([O:14][CH2:15][CH2:16][CH2:17][N:18]3[C:19](=[O:25])[CH2:20][N:21]([CH3:24])[CH2:22][CH2:23]3)[c:9]([O:12][CH3:13])[cH:10][c:11]12. Reactants: CC1=CC=C(C=C1)S(=O)(=O)OCC1COC2=C(O1)C=C(C=C2F)S(=O)(=O)C ([5-fluoro-7-(methylsulfonyl)-2,3-dihydro-1,4-benzodioxin-2-yl]methyl 4-methylbenzenesulfonate), C(C)N (ethanamine). The solvent is C(C)#N (ACN). Conditions: temperature 120 celsius. The product is FC1=CC(=CC=2OC(COC21)CNCC)S(=O)(=O)C (N-{[5-FLUORO-7-(METHYLSULFONYL)-2,3-DIHYDRO-1,4-BENZODIOXIN-2-YL]METHYL}ETHANAMINE). RXN SMILES: CC1C=CC(S(O[CH2:12][CH:13]2[O:18][C:17]3[CH:19]=[C:20]([S:24]([CH3:27])(=[O:26])=[O:25])[CH:21]=[C:22]([F:23])[C:16]=3[O:15][CH2:14]2)(=O)=O)=CC=1.[CH2:28]([NH2:30])[CH3:29]>C(#N)C>[F:23][C:22]1[C:16]2[O:15][CH2:14][CH:13]([CH2:12][NH:30][CH2:28][CH3:29])[O:18][C:17]=2[CH:19]=[C:20]([S:24]([CH3:27])(=[O:25])=[O:26])[CH:21]=1. Reported procedure: A mixture of [5-fluoro-7-(methylsulfonyl)-2,3-dihydro-1,4-benzodioxin-2-yl]methyl 4-methylbenzenesulfonate (0.3 g, 0.8 mmol), ethanamine (1 ml, 70% in water) and ACN (2 ml) was heated under microwave radiation at 120° C. for 20 min. Purification on SCX-3 column (TEA/MeOH) and on flash column chromatography (Isooctane/EtOAc/MeOH). Yield: 0.1 g, 61%. The amine was converted to the hydrochloric acid salt and crystallized from EtOH. M.p. 256° C. MS m/z (rel. intensity, 70 eV) 289 (M+, 12), 70 (17), ... Reactants: NC=1C=C2C=CC(NC2=CC1)=O (6-aminocarbostyril), Br.BrCCNCCBr (bis(β-bromoethyl)amine hydrobromide), C(=O)([O-])[O-].[Na+].[Na+] (Na2CO3). Solvent: CN(C)C=O (DMF). Reaction conditions: time 3 hour. Product: Br.N1(CCNCC1)C=1C=C2C=CC(NC2=CC1)=O (6-(1-piperazinyl)carbostyril hydrobromide). The yield is 45.4%. Reaction SMILES: [NH2:1][C:2]1[CH:3]=[C:4]2[C:9](=[CH:10][CH:11]=1)[NH:8][C:7](=[O:12])[CH:6]=[CH:5]2.Br.[Br:14][CH2:15][CH2:16][NH:17][CH2:18][CH2:19]Br.C([O-])([O-])=O.[Na+].[Na+]>CN(C=O)C>[BrH:14].[N:1]1([C:2]2[CH:3]=[C:4]3[C:9](=[CH:10][CH:11]=2)[NH:8][C:7](=[O:12])[CH:6]=[CH:5]3)[CH2:19][CH2:18][NH:17][CH2:16][CH2:15]1 |f:1.2,3.4.5,7.8|. Procedure: A mixture of 25 g of 6-aminocarbostyril, 50 g of bis(β-bromoethyl)amine hydrobromide and DMF was stirred at 80°-90° C. for 3 hours. After cooling to room temperature, 8.2 g of Na2CO3 was added to the mixture and stirred at 80°-90° C. for 4 hours. After cooling to room temperature, crystals which precipitated were collected by filtration, washed with ethanol and dried to give 22 g of 6-(1-piperazinyl)carbostyril hydrobromide, m.p. above 300° C., pale yellow rhombic crystals (water-ethanol). The reactants are Nc1ncc(Br)nc1OCc1c(F)ccc(F)c1Cl, CC1(C)OB(c2cccc(C(=O)O)c2)OC1(C)C. The product is Nc1ncc(-c2cccc(C(=O)O)c2)nc1OCc1c(F)ccc(F)c1Cl. RXN SMILES: [Br:1][c:2]1[n:3][c:4]([O:9][CH2:10][c:11]2[c:12]([Cl:19])[c:13]([F:18])[cH:14][cH:15][c:16]2[F:17])[c:5]([NH2:8])[n:6][cH:7]1.[CH3:20][C:21]1([CH3:22])[C:23]([CH3:24])([CH3:25])[O:26][B:27]([c:28]2[cH:29][c:30]([C:31](=[O:32])[OH:33])[cH:34][cH:35][cH:36]2)[O:37]1>>[c:2]1(-[c:28]2[cH:29][c:30]([C:31](=[O:32])[OH:33])[cH:34][cH:35][cH:36]2)[n:3][c:4]([O:9][CH2:10][c:11]2[c:12]([Cl:19])[c:13]([F:18])[cH:14][cH:15][c:16]2[F:17])[c:5]([NH2:8])[n:6][cH:7]1.